Dataset: the Open Reaction Database (ORD), a public repository of structured organic reaction records. Task: describe an organic reaction: reactants, conditions, products, and yield Reactants: COC(=O)c1ccc(Br)cc1[N+](=O)[O-], O=C([O-])O, CO, CCOC(C)=O, CC(=O)O, [Fe], [Na+]. Reaction SMILES: [Br:7][c:8]1[cH:9][c:10]([N+:18]([O-:19])=[O:20])[c:11]([C:12](=[O:13])[O:14][CH3:15])[cH:16][cH:17]1.[C:21](=[O:22])([O-:23])[OH:24].[CH3:1][OH:2].[CH3:27][CH2:28][O:29][C:30](=[O:31])[CH3:32].[CH3:3][C:4](=[O:5])[OH:6].[Fe:26].[Na+:25]>>[Br:7][c:8]1[cH:9][c:10]([NH2:18])[c:11]([C:12](=[O:13])[O:14][CH3:15])[cH:16][cH:17]1. Product: COC(=O)c1ccc(Br)cc1N.